Dataset: the Open Reaction Database (ORD), a public repository of structured organic reaction records. Task: describe an organic reaction: reactants, conditions, products, and yield Reactants: CC1C(C(NC1)=S)C(=O)OCC (ethyl 4-methyl-2-thioxopyrrolidine-3-carboxylate), C(C)(C)O (isopropyl alcohol). Reagents/catalysts: CC([O-])C.CC([O-])C.CC([O-])C.CC([O-])C.[Ti+4] (titanium tetraisopropoxide). Product: CC1C(C(NC1)=S)C(=O)OC(C)C (Isopropyl 4-Methyl-2-thioxopyrrolidine-3-carboxylate). As a reaction SMILES: [CH3:1][CH:2]1[CH2:6][NH:5][C:4](=[S:7])[CH:3]1[C:8]([O:10][CH2:11][CH3:12])=[O:9].[CH:13](O)(C)C>CC(C)[O-].CC(C)[O-].CC(C)[O-].CC(C)[O-].[Ti+4]>[CH3:1][CH:2]1[CH2:6][NH:5][C:4](=[S:7])[CH:3]1[C:8]([O:10][CH:11]([CH3:13])[CH3:12])=[O:9] |f:2.3.4.5.6|. Procedure details: To 5.0 g of ethyl 4-methyl-2-thioxopyrrolidine-3-carboxylate were added 300 ml of isopropyl alcohol and 11.4 g of titanium tetraisopropoxide. The resulting mixture was heated under reflux for 24 hours. After distilling off the excessive isopropyl alcohol under reduced pressure, water and chloroform were added to the residue and insoluble matters were filtered off. The chloroform layer was washed with water and a saturated aqueous solution of sodium chloride and dried over anhydrous sodium sulfat...